This data is from the Open Reaction Database (ORD), a public repository of structured organic reaction records. The task is: describe an organic reaction: reactants, conditions, products, and yield Starting materials: ClCCNC(=O)N(CC(CO)O)CCC (1-(2-chloroethyl)-3-n-propyl-3-(2,3-dihydroxy-n-propyl)urea), N(=O)[O-].[Na+] (sodium nitrite). Run in C(C)(=O)O (acetic acid). Yields the product ClCCN(C(=O)N(CC(CO)O)CCC)N=O (1-(2-chloroethyl)-1-nitroso-3-n-propyl-3-(2,3-dihydroxy-n-propyl)urea). Isolated yield 50.5%. Reaction SMILES: [Cl:1][CH2:2][CH2:3][NH:4][C:5]([N:7]([CH2:13][CH2:14][CH3:15])[CH2:8][CH:9]([OH:12])[CH2:10][OH:11])=[O:6].[N:16]([O-])=[O:17].[Na+]>C(O)(=O)C>[Cl:1][CH2:2][CH2:3][N:4]([N:16]=[O:17])[C:5]([N:7]([CH2:13][CH2:14][CH3:15])[CH2:8][CH:9]([OH:12])[CH2:10][OH:11])=[O:6] |f:1.2|. Reported procedure: 3 g 1-(2-chloroethyl)-3-n-propyl-3-(2,3-dihydroxy-n-propyl)urea are dissolved in 10 ml of acetic acid, and 1.5 g of sodium nitrite are added thereto under stirring. The mixture is stirred at the same temperature for 4 hours. After the reaction, the mixture is treated in the same manner as described in Example 62-(2). 1.7 g of 1-(2-chloroethyl)-1-nitroso-3-n-propyl-3-(2,3-dihydroxy-n-propyl)urea are thereby obtained as a yellow oil. The reactants are CN(CCCOC1=CC=C(C=C1)N)C (4-[3-(dimethylamino)propoxy]benzenamine), C(C=CC1=CC=CC=C1)(=O)Cl (cinnamoyl chloride), CCOCC (ether). The solvent is C(Cl)(Cl)Cl (chloroform), C(Cl)(Cl)Cl (chloroform). Conditions: temperature 25 celsius, time 1 hour. Yields the product Cl.CN(CCCOC1=CC=C(C=C1)NC(C=CC1=CC=CC=C1)=O)C (N-[4-[3-(Dimethylamino)propoxy]phenyl]-3-phenylpropenamide, hydrochloride). Yield: 87.9%. As a reaction SMILES: [C:1]([Cl:11])(=[O:10])[CH:2]=[CH:3][C:4]1[CH:9]=[CH:8][CH:7]=[CH:6][CH:5]=1.[CH3:12][N:13]([CH3:25])[CH2:14][CH2:15][CH2:16][O:17][C:18]1[CH:23]=[CH:22][C:21]([NH2:24])=[CH:20][CH:19]=1.CCOCC>C(Cl)(Cl)Cl>[ClH:11].[CH3:25][N:13]([CH3:12])[CH2:14][CH2:15][CH2:16][O:17][C:18]1[CH:19]=[CH:20][C:21]([NH:24][C:1](=[O:10])[CH:2]=[CH:3][C:4]2[CH:9]=[CH:8][CH:7]=[CH:6][CH:5]=2)=[CH:22][CH:23]=1 |f:4.5|. Procedure details: A solution of 16.6g of cinnamoyl chloride in 125 ml of chloroform is cooled to 15° C and treated dropwise with a solution of 19.4g of 4-[3-(dimethylamino)propoxy]benzenamine in 75 ml of chloroform, keeping the temperature between 15° and 20° C. After stirring for 1 hour, the mixture is heated at reflux for 1 hour, cooled to 25° C and treated with 300 ml of ether to yield 31.6g of material, melting point 253°-257° C, dec. The reactants are COc1cncc(N2CC3CCN(C(=O)OC(C)(C)C)CC32)c1, O=C(O)C(F)(F)F. Product: COc1cncc(N2CC3CCNCC32)c1. Reaction SMILES: [CH3:1][O:2][c:3]1[cH:4][c:5]([N:9]2[CH2:10][CH:11]3[CH2:12][CH2:13][N:14]([C:17]([O:18][C:19]([CH3:20])([CH3:21])[CH3:22])=[O:23])[CH2:15][CH:16]23)[cH:6][n:7][cH:8]1.[OH:24][C:25]([C:26]([F:27])([F:28])[F:29])=[O:30]>>[CH3:1][O:2][c:3]1[cH:4][c:5]([N:9]2[CH2:10][CH:11]3[CH2:12][CH2:13][NH:14][CH2:15][CH:16]23)[cH:6][n:7][cH:8]1. Reactants: BrBr (Bromine), ClC1=C(C=CC(=C1)CC(C)=O)S(=O)(=O)N (2-Chloro-4-(2-oxo-propyl)-benzenesulfonamide). Solvent: O1CCOCC1 (dioxan). Product: BrC(C(C)=O)C1=CC(=C(C=C1)S(=O)(=O)N)Cl (4-(1-Bromo-2-oxo-propyl)-2-chloro-benzenesulfonamide). The yield is 145.8%. RXN SMILES: [Br:1]Br.[Cl:3][C:4]1[CH:9]=[C:8]([CH2:10][C:11](=[O:13])[CH3:12])[CH:7]=[CH:6][C:5]=1[S:14]([NH2:17])(=[O:16])=[O:15]>O1CCOCC1>[Br:1][CH:10]([C:8]1[CH:7]=[CH:6][C:5]([S:14]([NH2:17])(=[O:16])=[O:15])=[C:4]([Cl:3])[CH:9]=1)[C:11](=[O:13])[CH3:12]. Reported procedure: Bromine 0.022 ml, 0.42 mmol) is added to a stirred solution of ketone (23c) (0.15 g, 6.1 mmol) in dioxan (15 ml). After 30 minutes the solvent is removed to give a brown oil (0.2 g). The reactants are ClC1=NC=C(C(=N1)N(C1CCC2(CCN(CC2)C(=O)OC(C)(C)C)CC1)C)Cl (tert-butyl 9-((2,5-dichloropyrimidin-4-yl)(methyl)amino)-3-azaspiro[5.5]undecane-3-carboxylate), Cl.CN1N=CC(=C1)N (1-methyl-1H-pyrazol-4-amine hydrochloride), CCN(C(C)C)C(C)C (DIPEA). The solvent is C(CCC)O (butan-1-ol). Run at temperature 150 celsius, time 8 hour. Yields the product ClC=1C(=NC(=NC1)NC=1C=NN(C1)C)N(C1CCC2(CCN(CC2)C(=O)OC(C)(C)C)CC1)C (tert-butyl 9-((5-chloro-2-((1-methyl-1H-pyrazol-4-yl)amino)pyrimidin-4-yl)(methyl)amino)-3-azaspiro[5.5]undecane-3-carboxylate). The yield is 72.2%. Reaction SMILES: Cl[C:2]1[N:7]=[C:6]([N:8]([CH3:27])[CH:9]2[CH2:26][CH2:25][C:12]3([CH2:17][CH2:16][N:15]([C:18]([O:20][C:21]([CH3:24])([CH3:23])[CH3:22])=[O:19])[CH2:14][CH2:13]3)[CH2:11][CH2:10]2)[C:5]([Cl:28])=[CH:4][N:3]=1.Cl.[CH3:30][N:31]1[CH:35]=[C:34]([NH2:36])[CH:33]=[N:32]1.CCN(C(C)C)C(C)C>C(O)CCC>[Cl:28][C:5]1[C:6]([N:8]([CH3:27])[CH:9]2[CH2:26][CH2:25][C:12]3([CH2:13][CH2:14][N:15]([C:18]([O:20][C:21]([CH3:22])([CH3:23])[CH3:24])=[O:19])[CH2:16][CH2:17]3)[CH2:11][CH2:10]2)=[N:7][C:2]([NH:36][C:34]2[CH:33]=[N:32][N:31]([CH3:30])[CH:35]=2)=[N:3][CH:4]=1 |f:1.2|. Reported procedure: To a suspension of tert-butyl 9-((2,5-dichloropyrimidin-4-yl)(methyl)amino)-3-azaspiro[5.5]undecane-3-carboxylate (241 mg, 0.56 mmol) and 1-methyl-1H-pyrazol-4-amine hydrochloride (172.32 mg, 1.29 mmol) in butan-1-ol (5 mL) was added DIPEA (217.14 mg, 1.68 mmol). The reaction mixture was stirred at 150° C. in a sealed tube overnight, then cooled down to rt, and concentrated in vacuo. The residue was purified by silica gel column chromatography (DCM/MeOH (v/v)=100/1 to 10/1) to give the title com... Reactants: BrB(Br)Br, O=C([O-])O, COc1cc(Cl)c(CC2CCN(C3CCCCC3)C2=O)c(Cl)c1, ClCCl, [Na+]. Yields the product O=C1C(Cc2c(Cl)cc(O)cc2Cl)CCN1C1CCCCC1. As a reaction SMILES: [B:24]([Br:25])([Br:26])[Br:27].[C:28](=[O:29])([OH:30])[O-:31].[CH:1]1([N:7]2[C:8](=[O:23])[CH:9]([CH2:12][c:13]3[c:14]([Cl:22])[cH:15][c:16]([O:20][CH3:21])[cH:17][c:18]3[Cl:19])[CH2:10][CH2:11]2)[CH2:2][CH2:3][CH2:4][CH2:5][CH2:6]1.[Cl:33][CH2:34][Cl:35].[Na+:32]>>[CH:1]1([N:7]2[C:8](=[O:23])[CH:9]([CH2:12][c:13]3[c:14]([Cl:22])[cH:15][c:16]([OH:20])[cH:17][c:18]3[Cl:19])[CH2:10][CH2:11]2)[CH2:2][CH2:3][CH2:4][CH2:5][CH2:6]1.